From a dataset of the Open Reaction Database (ORD), a public repository of structured organic reaction records. describe an organic reaction: reactants, conditions, products, and yield The reactants are F[B-](F)(F)F.C(C)[O+](CC)CC (triethyloxonium tetrafluoroborate), C1=CC=CC=2CN(CC3=C(C21)C=CC=C3)C(=O)N (5,7-dihydro-6H-dibenz[c,e]azepine-6-carboxamide), C([O-])([O-])=O.[Na+].[Na+] (sodium carbonate). The solvent is C(Cl)Cl (methylene chloride). Reaction conditions: time 20 hour. Yields the product C1=CC=CC=2CN(CC3=C(C21)C=CC=C3)C(OCC)=N (ethyl 5,7-dihydro-6H-dibenz[c,e]azepine-6-caboximidate). RXN SMILES: [CH:1]1[C:11]2[C:10]3[CH:12]=[CH:13][CH:14]=[CH:15][C:9]=3[CH2:8][N:7]([C:16]([NH2:18])=[O:17])[CH2:6][C:5]=2[CH:4]=[CH:3][CH:2]=1.F[B-](F)(F)F.[CH2:24]([O+](CC)CC)[CH3:25].C(=O)([O-])[O-].[Na+].[Na+]>C(Cl)Cl>[CH:12]1[C:10]2[C:11]3[CH:1]=[CH:2][CH:3]=[CH:4][C:5]=3[CH2:6][N:7]([C:16](=[NH:18])[O:17][CH2:24][CH3:25])[CH2:8][C:9]=2[CH:15]=[CH:14][CH:13]=1 |f:1.2,3.4.5|. Procedure: 1.19 g of 5,7-dihydro-6H-dibenz[c,e]azepine-6-carboxamide are dissolved in 10 ml of methylene chloride, and the solution is treated with 1.14 g of triethyloxonium tetrafluoroborate and stirred at room temperature for 20 hours. The mixture is then poured on to 10% sodium carbonate solution/ice and the whole is extracted with methylene chloride. The combined extracts are washed with 10% sodium carbonate solution, dried over anhydrous sodium sulphate and evaporated under reduced pressure. In this m... Reactants: BrCCCC(=O)OCC (ethyl 4-bromobutyrate), O (water), [H-].[Na+] (NaH), ClC=1C=C(C=CC1Cl)C(C#N)CCOC1OCCCC1 (3,4-dichloro-α-[(2-tetrahydropyranyloxy)ethyl]benzeneacetonitrile). The solvent is CN(C=O)C (dimethylformamide), CN(C=O)C (dimethylformamide). Reaction conditions: time 3 hour. Product: O1C(CCCC1)OCCC(CCCC(=O)OCC)(C1=CC(=C(C=C1)Cl)Cl)C#N (Ethyl δ-(2-tetrahydropyranyloxyethyl)-δ-cyano-δ-(3,4-dichlorophenyl)pentanoate). The yield is 48.9%. Reaction SMILES: [H-].[Na+].[Cl:3][C:4]1[CH:5]=[C:6]([CH:11]([CH2:14][CH2:15][O:16][CH:17]2[CH2:22][CH2:21][CH2:20][CH2:19][O:18]2)[C:12]#[N:13])[CH:7]=[CH:8][C:9]=1[Cl:10].Br[CH2:24][CH2:25][CH2:26][C:27]([O:29][CH2:30][CH3:31])=[O:28].O>CN(C)C=O>[O:18]1[CH2:19][CH2:20][CH2:21][CH2:22][CH:17]1[O:16][CH2:15][CH2:14][C:11]([C:12]#[N:13])([C:6]1[CH:7]=[CH:8][C:9]([Cl:10])=[C:4]([Cl:3])[CH:5]=1)[CH2:24][CH2:25][CH2:26][C:27]([O:29][CH2:30][CH3:31])=[O:28] |f:0.1|. Reported procedure: 4.6 g of 60% NaH are added in small portions to a solution of 36 g of the above 3,4-dichloro-α-[(2-tetrahydropyranyloxy)ethyl]benzeneacetonitrile (prepared according to PREPARATION II (a)) in 100 ml of dimethylformamide. The reaction mixture is stirred for 3 hours at room temperature and cooled to 0° C. and 22.4 g of ethyl 4-bromobutyrate in 40 ml of dimethylformamide are then added. The reaction mixture is stirred for 3 hours at room temperature, poured into water and extracted with ether and t... The reactants are C(C)(C)(C)OC(C1=CC=C(C=C1)C(=NOC(=O)OC)N)=O (4-(amino-methoxycarbonyloxyiminomethyl)benzoic acid t-butyl ester), FC(C(=O)O)(F)F (trifluoroacetic acid). Run at time 1 hour. The product is FC(C(=O)O)(F)F.NC(C1=CC=C(C(=O)O)C=C1)=NOC(=O)OC (4-(Amino-methoxycarbonyloxyiminomethyl)benzoic acid trifluoroacetate). Reaction SMILES: C([O:5][C:6](=[O:21])[C:7]1[CH:12]=[CH:11][C:10]([C:13]([NH2:20])=[N:14][O:15][C:16]([O:18][CH3:19])=[O:17])=[CH:9][CH:8]=1)(C)(C)C.[F:22][C:23]([F:28])([F:27])[C:24]([OH:26])=[O:25]>>[F:22][C:23]([F:28])([F:27])[C:24]([OH:26])=[O:25].[NH2:20][C:13](=[N:14][O:15][C:16]([O:18][CH3:19])=[O:17])[C:10]1[CH:9]=[CH:8][C:7]([C:6]([OH:21])=[O:5])=[CH:12][CH:11]=1 |f:2.3|. Procedure details: In 4.0 ml of trifluoroacetic acid was dissolved 1.0 g of 4-(amino-methoxycarbonyloxyiminomethyl)benzoic acid t-butyl ester. The solution was stirred for one hour at room temperature. The reaction mixture was concentrated under reduced pressure. The concentrate was subjected to azeotropic distillation with toluene to afford 0.80 g of the titled compound as a colorless amorphous powdery product. The reactants are N[C@H](C(=O)NCCC[C@@H](CO)N(CC(C)C)S(=O)(=O)C1=CC=C(C=C1)N)CC1=CC=CC2=CC=CC=C12 ((2S,4S)-2-Amino-N-{4-[(4-amino-benzenesulfonyl)-isobutyl-amino]-5-hydroxy-pentyl}-3-naphthalen-1-yl-propionamide), C1(CCCCC1)C(=O)Cl (cyclohexanecarbonyl chloride). Product: NC1=CC=C(C=C1)S(=O)(=O)N([C@@H](CCCNC(=O)[C@H](CC1=CC=CC2=CC=CC=C12)NC(=O)C1CCCCC1)CO)CC(C)C ((1S,4S)-Cyclohexanecarboxylic Acid (1-{4-[(4-Amino-benzenesulfonyl)-isobutyl-amino]-5-hydroxy-pentylcarbamoyl}-2-naphthalen-1-yl-ethyl)-amide). RXN SMILES: [NH2:1][C@@H:2]([CH2:27][C:28]1[C:37]2[C:32](=[CH:33][CH:34]=[CH:35][CH:36]=2)[CH:31]=[CH:30][CH:29]=1)[C:3]([NH:5][CH2:6][CH2:7][CH2:8][C@H:9]([N:12]([S:17]([C:20]1[CH:25]=[CH:24][C:23]([NH2:26])=[CH:22][CH:21]=1)(=[O:19])=[O:18])[CH2:13][CH:14]([CH3:16])[CH3:15])[CH2:10][OH:11])=[O:4].[CH:38]1([C:44](Cl)=[O:45])[CH2:43][CH2:42][CH2:41][CH2:40][CH2:39]1>>[NH2:26][C:23]1[CH:22]=[CH:21][C:20]([S:17]([N:12]([CH2:13][CH:14]([CH3:16])[CH3:15])[C@H:9]([CH2:10][OH:11])[CH2:8][CH2:7][CH2:6][NH:5][C:3]([C@@H:2]([NH:1][C:44]([CH:38]2[CH2:43][CH2:42][CH2:41][CH2:40][CH2:39]2)=[O:45])[CH2:27][C:28]2[C:37]3[C:32](=[CH:33][CH:34]=[CH:35][CH:36]=3)[CH:31]=[CH:30][CH:29]=2)=[O:4])(=[O:19])=[O:18])=[CH:25][CH:24]=1. Reported procedure: The title compound was prepared from (2S,4S)-2-amino-N-{4-[(4-amino-benzenesulfonyl)-isobutyl-amino]-5-hydroxy-pentyl}-3-naphthalen-1-yl-propionamide (see example 8) as described in general procedure D using cyclohexanecarbonyl chloride. The final product was obtained in 74% yield.